Dataset: the Open Reaction Database (ORD), a public repository of structured organic reaction records. Task: describe an organic reaction: reactants, conditions, products, and yield Reactants: O=C([O-])[O-], CC(C)=O, O=C(Cl)OCc1ccccc1, Cl, COC(=O)Oc1cc(N)c(F)cc1Cl, [K+], [K+]. Reaction SMILES: [C:15](=[O:16])([O-:17])[O-:18].[CH3:33][C:34](=[O:35])[CH3:36].[Cl:21][C:22](=[O:23])[O:24][CH2:25][c:26]1[cH:27][cH:28][cH:29][cH:30][cH:31]1.[ClH:32].[F:1][c:2]1[c:3]([NH2:4])[cH:5][c:6]([O:10][C:11](=[O:12])[O:13][CH3:14])[c:7]([Cl:9])[cH:8]1.[K+:19].[K+:20]>>[F:1][c:2]1[c:3]([NH:4][C:22](=[O:23])[O:24][CH2:25][c:26]2[cH:27][cH:28][cH:29][cH:30][cH:31]2)[cH:5][c:6]([O:10][C:11](=[O:12])[O:13][CH3:14])[c:7]([Cl:9])[cH:8]1. Product: COC(=O)Oc1cc(NC(=O)OCc2ccccc2)c(F)cc1Cl. The reactants are Cc1ccccc1, CN1CCC(C(O)c2ccc(Cl)cc2)CC1, [Na+], [OH-], O=S(Cl)Cl. Yields the product CN1CCC(C(Cl)c2ccc(Cl)cc2)CC1. RXN SMILES: [CH3:23][c:24]1[cH:25][cH:26][cH:27][cH:28][cH:29]1.[Cl:1][c:2]1[cH:3][cH:4][c:5]([CH:8]([OH:9])[CH:10]2[CH2:11][CH2:12][N:13]([CH3:16])[CH2:14][CH2:15]2)[cH:6][cH:7]1.[Na+:22].[OH-:21].[S:17]([Cl:18])([Cl:19])=[O:20]>>[Cl:1][c:2]1[cH:3][cH:4][c:5]([CH:8]([CH:10]2[CH2:11][CH2:12][N:13]([CH3:16])[CH2:14][CH2:15]2)[Cl:19])[cH:6][cH:7]1. Reactants: O=C([O-])[O-], CN1CCCC1=O, COc1cc(C(=O)N2CCc3cc(F)ccc32)cc(Cl)n1, Cl, Cl, [K+], [K+], O=c1[nH]c2ncccc2n1C1CCNCC1. The product is COc1cc(C(=O)N2CCc3cc(F)ccc32)cc(N2CCC(n3c(=O)[nH]c4ncccc43)CC2)n1. As a reaction SMILES: [C:40](=[O:41])([O-:42])[O-:43].[CH3:46][N:47]1[CH2:48][CH2:49][CH2:50][C:51]1=[O:52].[Cl:19][c:20]1[n:21][c:22]([O:38][CH3:39])[cH:23][c:24]([C:26](=[O:27])[N:28]2[CH2:29][CH2:30][c:31]3[cH:32][c:33]([F:37])[cH:34][cH:35][c:36]32)[cH:25]1.[ClH:1].[ClH:2].[K+:44].[K+:45].[NH:3]1[CH2:4][CH2:5][CH:6]([n:9]2[c:10](=[O:18])[nH:11][c:12]3[n:13][cH:14][cH:15][cH:16][c:17]23)[CH2:7][CH2:8]1>>[N:3]1([c:20]2[n:21][c:22]([O:38][CH3:39])[cH:23][c:24]([C:26](=[O:27])[N:28]3[CH2:29][CH2:30][c:31]4[cH:32][c:33]([F:37])[cH:34][cH:35][c:36]43)[cH:25]2)[CH2:4][CH2:5][CH:6]([n:9]2[c:10](=[O:18])[nH:11][c:12]3[n:13][cH:14][cH:15][cH:16][c:17]23)[CH2:7][CH2:8]1. Starting materials: [H-].[Na+] (NaH), C(CCCCCCC)Br (octyl bromide), C(C)C(C(=O)[O-])(C(=O)[O-])CC (diethylmalonate), [H-].[Na+] (sodium hydride), C(CCCCCCC)Br (octyl bromide). The solvent is C1CCOC1 (THF). Run at time 4 hour. Product: C(C)C(C(=O)OCCCCCCCC)(C(=O)OCCCCCCCC)CC (Dioctyl Diethylmalonate). Yield: 121.7%. As a reaction SMILES: [CH2:1]([C:3]([CH2:10][CH3:11])([C:7]([O-:9])=[O:8])[C:4]([O-:6])=[O:5])[CH3:2].[H-].[Na+].[CH2:14](Br)[CH2:15][CH2:16][CH2:17][CH2:18][CH2:19][CH2:20][CH3:21]>C1COCC1>[CH2:10]([C:3]([CH2:1][CH3:2])([C:7]([O:9][CH2:14][CH2:15][CH2:16][CH2:17][CH2:18][CH2:19][CH2:20][CH3:21])=[O:8])[C:4]([O:6][CH2:14][CH2:15][CH2:16][CH2:17][CH2:18][CH2:19][CH2:20][CH3:21])=[O:5])[CH3:11] |f:1.2|. Reported procedure: To a stirring solution of diethylmalonate (16.0 g, 100 mmol) in THF (200 mL, 0.5 M) was added sodium hydride (2.4 g, 100 mmol). The solution began bubbling and an exothermic reaction occurred. The reaction eventually turned clear and then octyl bromide (17.3 mL, 100 mmol) was added. The reaction was refluxed for 20 hours and then cooled to room temperature. Another equivalent of NaH (2.4 g, 100 mmol) was added to the cloudy white mixture which was then stirred for 4 hours at room temperature. An... Starting materials: [OH-].[K+] (potassium hydroxide), C(C)(=O)OC1C(CCC1)OC1=CC=C(C=C1)OC1=CC=CC=C1 (1-acetoxy-2-(4-phenoxyphenoxy)-cyclopentane). Solvent: O (water), C(C)O (ethanol). Yields the product O(C1=CC=CC=C1)C1=CC=C(OC2C(CCC2)O)C=C1 (2-(4-phenoxyphenoxy)-cyclopentan-1-ol). Reaction SMILES: [OH-].[K+].C([O:6][CH:7]1[CH2:11][CH2:10][CH2:9][CH:8]1[O:12][C:13]1[CH:18]=[CH:17][C:16]([O:19][C:20]2[CH:25]=[CH:24][CH:23]=[CH:22][CH:21]=2)=[CH:15][CH:14]=1)(=O)C>O.C(O)C>[O:19]([C:16]1[CH:17]=[CH:18][C:13]([O:12][CH:8]2[CH2:9][CH2:10][CH2:11][CH:7]2[OH:6])=[CH:14][CH:15]=1)[C:20]1[CH:21]=[CH:22][CH:23]=[CH:24][CH:25]=1 |f:0.1|. Procedure: A solution of 1.68 g of potassium hydroxide in 20 ml of water is added at room temperature to a solution of 6.24 g of 1-acetoxy-2-(4-phenoxyphenoxy)-cyclopentane in 50 ml of ethanol. The mixture is then refluxed for 3 hours and, after cooling, concentrated to 166 of its original volume by rotary evaporation. The residue is poured into ice-water. After extraction with ether, the organic phase is washed three times with saturated sodium chloride solution, dried over sodium sulphate and concentrate...